The task is: describe an organic reaction: reactants, conditions, products, and yield. This data is from the Open Reaction Database (ORD), a public repository of structured organic reaction records. Starting materials: [C-]#N, CN(C)C=O, CC(=O)OCc1nc([N+](=O)[O-])c(Br)n1C. Yields the product CC(=O)OCc1nc([N+](=O)[O-])c(C#N)n1C. Reaction SMILES: [C-:16]#[N:17].[CH3:18][N:19]([CH3:20])[CH:21]=[O:22].[CH3:1][n:2]1[c:3]([CH2:11][O:12][C:13]([CH3:14])=[O:15])[n:4][c:5]([N+:8](=[O:9])[O-:10])[c:6]1[Br:7]>>[CH3:1][n:2]1[c:3]([CH2:11][O:12][C:13]([CH3:14])=[O:15])[n:4][c:5]([N+:8](=[O:9])[O-:10])[c:6]1[C:16]#[N:17].